Dataset: the Open Reaction Database (ORD), a public repository of structured organic reaction records. Task: describe an organic reaction: reactants, conditions, products, and yield Reactants: Cc1ccc2c(c1)C(c1ccccc1)CC2=O, Cc1ccc(S(=O)(=O)O)cc1, ClCCl, O, O=C(OO)c1cccc(Cl)c1. Yields the product Cc1ccc2c(c1)C(c1ccccc1)CC(=O)O2. Reaction SMILES: [CH3:1][c:2]1[cH:3][c:4]2[c:8]([cH:9][cH:10]1)[C:7](=[O:11])[CH2:6][CH:5]2[c:12]1[cH:13][cH:14][cH:15][cH:16][cH:17]1.[CH3:29][c:30]1[cH:31][cH:32][c:33]([S:34]([OH:35])(=[O:36])=[O:37])[cH:38][cH:39]1.[Cl:41][CH2:42][Cl:43].[OH2:40].[OH:18][O:19][C:20]([c:21]1[cH:22][c:23]([Cl:24])[cH:25][cH:26][cH:27]1)=[O:28]>>[CH3:1][c:2]1[cH:3][c:4]2[c:8]([cH:9][cH:10]1)[O:18][C:7](=[O:11])[CH2:6][CH:5]2[c:12]1[cH:13][cH:14][cH:15][cH:16][cH:17]1. The reactants are O=C([O-])[O-], CCOC(=O)C(C)Oc1cc(Cl)nc(SCc2cccc(F)c2F)n1, CS(N)(=O)=O, CC(C)c1cc(C(C)C)c(-c2ccccc2P(C2CCCCC2)C2CCCCC2)c(C(C)C)c1, [Cs+], [Cs+], O=C(C=Cc1ccccc1)C=Cc1ccccc1, C1COCCO1, O=C(C=Cc1ccccc1)C=Cc1ccccc1, O=C(C=Cc1ccccc1)C=Cc1ccccc1, [Pd], [Pd]. Product: CCOC(=O)C(C)Oc1cc(NS(C)(=O)=O)nc(SCc2cccc(F)c2F)n1. Reaction SMILES: [C:40](=[O:41])([O-:42])[O-:43].[CH2:46]([CH3:47])[O:48][C:49]([CH:50]([CH3:51])[O:52][c:53]1[n:54][c:55]([S:60][CH2:61][c:62]2[c:63]([F:69])[c:64]([F:68])[cH:65][cH:66][cH:67]2)[n:56][c:57]([Cl:59])[cH:58]1)=[O:70].[CH3:1][S:2](=[O:3])(=[O:4])[NH2:5].[CH:6]1([P:7]([CH:8]2[CH2:9][CH2:10][CH2:11][CH2:12][CH2:13]2)[c:14]2[cH:15][cH:16][cH:17][cH:18][c:19]2-[c:20]2[c:21]([CH:22]([CH3:23])[CH3:24])[cH:25][c:26]([CH:27]([CH3:28])[CH3:29])[cH:30][c:31]2[CH:32]([CH3:33])[CH3:34])[CH2:35][CH2:36][CH2:37][CH2:38][CH2:39]1.[Cs+:44].[Cs+:45].[O:109]=[C:110]([CH:111]=[CH:112][c:113]1[cH:114][cH:115][cH:116][cH:117][cH:118]1)[CH:119]=[CH:120][c:121]1[cH:122][cH:123][cH:124][cH:125][cH:126]1.[O:127]1[CH2:128][CH2:129][O:130][CH2:131][CH2:132]1.[O:73]=[C:74]([CH:75]=[CH:76][c:77]1[cH:78][cH:79][cH:80][cH:81][cH:82]1)[CH:83]=[CH:84][c:85]1[cH:86][cH:87][cH:88][cH:89][cH:90]1.[O:91]=[C:92]([CH:93]=[CH:94][c:95]1[cH:96][cH:97][cH:98][cH:99][cH:100]1)[CH:101]=[CH:102][c:103]1[cH:104][cH:105][cH:106][cH:107][cH:108]1.[Pd:71].[Pd:72]>>[CH3:1][S:2](=[O:3])(=[O:4])[NH:5][c:57]1[n:56][c:55]([S:60][CH2:61][c:62]2[c:63]([F:69])[c:64]([F:68])[cH:65][cH:66][cH:67]2)[n:54][c:53]([O:52][CH:50]([C:49]([O:48][CH2:46][CH3:47])=[O:70])[CH3:51])[cH:58]1. The reactants are NC=1C=CC(=NC1)C(=O)N[C@@]1(CCOC=2C1=NC=CC2)C2=CC(=C(C=C2)OC(F)(F)F)F ((S)-5-amino-N-(4-(3-fluoro-4-(trifluoromethoxy)phenyl)-3,4-dihydro-2H-pyrano[3,2-b]pyridin-4-yl)picolinamide), CS(=O)(=O)Cl (methanesulfonyl chloride), CCN(C(C)C)C(C)C (DIEA). The reagents and catalysts are [OH-].[Na+] (NaOH). The solvent is C(Cl)Cl (DCM). Reaction conditions: time 8 hour. Yields the product FC=1C=C(C=CC1OC(F)(F)F)[C@]1(CCOC=2C1=NC=CC2)NC(C2=NC=C(C=C2)NS(=O)(=O)C)=O ((S)-N-(4-(3-fluoro-4-(trifluoromethoxy)phenyl)-3,4-dihydro-2H-pyrano[3,2-b]pyridin-4-yl)-5-(methylsulfonamido)picolinamide). RXN SMILES: [NH2:1][C:2]1[CH:3]=[CH:4][C:5]([C:8]([NH:10][C@@:11]2([C:21]3[CH:26]=[CH:25][C:24]([O:27][C:28]([F:31])([F:30])[F:29])=[C:23]([F:32])[CH:22]=3)[C:16]3=[N:17][CH:18]=[CH:19][CH:20]=[C:15]3[O:14][CH2:13][CH2:12]2)=[O:9])=[N:6][CH:7]=1.[CH3:33][S:34](Cl)(=[O:36])=[O:35].CCN(C(C)C)C(C)C>C(Cl)Cl.[OH-].[Na+]>[F:32][C:23]1[CH:22]=[C:21]([C@:11]2([NH:10][C:8](=[O:9])[C:5]3[CH:4]=[CH:3][C:2]([NH:1][S:34]([CH3:33])(=[O:36])=[O:35])=[CH:7][N:6]=3)[C:16]3=[N:17][CH:18]=[CH:19][CH:20]=[C:15]3[O:14][CH2:13][CH2:12]2)[CH:26]=[CH:25][C:24]=1[O:27][C:28]([F:31])([F:30])[F:29] |f:4.5|. Reported procedure: To a solution of (S)-5-amino-N-(4-(3-fluoro-4-(trifluoromethoxy)phenyl)-3,4-dihydro-2H-pyrano[3,2-b]pyridin-4-yl)picolinamide (44 mg, 0.098 mmol) in DCM (0.6 mL) were added methanesulfonyl chloride (8.40 μl, 0.128 mmol) and DIEA (0.022 mL, 0.128 mmol). The resulting mixture was stirred at room temperature overnight. A solution of NaOH (10 N, 2 drops) was added, and the resulting mixture was stirred at room temperature for 2 h. The reaction mixture was filtered and the filtrate concentrated in va... Reactants: CCOC(=O)c1cc(C(=O)CBr)on1, CC#N, O=C(OC(c1cccc(F)c1)c1cccc(F)c1)C1CN2CCC1CC2. Yields the product [Br-], CCOC(=O)c1cc(C(=O)C[N+]23CCC(CC2)C(C(=O)OC(c2cccc(F)c2)c2cccc(F)c2)C3)on1. Reaction SMILES: [Br:27][CH2:28][C:29](=[O:30])[c:31]1[cH:32][c:33]([C:36](=[O:37])[O:38][CH2:39][CH3:40])[n:34][o:35]1.[CH3:41][C:42]#[N:43].[N:1]12[CH2:2][CH:3]([C:9](=[O:10])[O:11][CH:12]([c:13]3[cH:14][c:15]([F:19])[cH:16][cH:17][cH:18]3)[c:20]3[cH:21][c:22]([F:26])[cH:23][cH:24][cH:25]3)[CH:4]([CH2:5][CH2:6]1)[CH2:7][CH2:8]2>>[Br-:27].[N+:1]12([CH2:28][C:29](=[O:30])[c:31]3[cH:32][c:33]([C:36](=[O:37])[O:38][CH2:39][CH3:40])[n:34][o:35]3)[CH2:2][CH:3]([C:9](=[O:10])[O:11][CH:12]([c:13]3[cH:14][c:15]([F:19])[cH:16][cH:17][cH:18]3)[c:20]3[cH:21][c:22]([F:26])[cH:23][cH:24][cH:25]3)[CH:4]([CH2:5][CH2:6]1)[CH2:7][CH2:8]2. The reactants are O=C1[C@@H](CN(C2=C(N1)C=CC=C2)C2CCCCC2)NC(=O)OC(C)(C)C ((R)-(−)-2-oxo-3-tert-butoxycarbonylamino-5-cyclohexyl-1,3,4,5-tetrahydro-2H-1,5-benzodiazepine), ClCC(C(C)(C)C)=O (1-chloropinacolone), C([O-])([O-])=O.[K+].[K+] (potassium carbonate), ice water. Reagents/catalysts: [Br-].C(CCC)[N+](CCCC)(CCCC)CCCC (tetrabutylammonium bromide), [I-].[K+] (potassium iodide). The solvent is CS(=O)C (dimethylsulfoxide). Conditions: time 4 hour. Yields the product C(C)(C)(C)C(=O)CN1C([C@@H](CN(C2=C1C=CC=C2)C2CCCCC2)NC(=O)OC(C)(C)C)=O ((R)-1-tert-butylcarbonylmethyl-2-oxo-3-tert-butoxycarbonylamino-5-cyclohexyl-1,3,4,5-tetrahydro-2H-1,5-benzodiazepine). The yield is 99.8%. As a reaction SMILES: [O:1]=[C:2]1[NH:8][C:7]2[CH:9]=[CH:10][CH:11]=[CH:12][C:6]=2[N:5]([CH:13]2[CH2:18][CH2:17][CH2:16][CH2:15][CH2:14]2)[CH2:4][C@H:3]1[NH:19][C:20]([O:22][C:23]([CH3:26])([CH3:25])[CH3:24])=[O:21].Cl[CH2:28][C:29](=[O:34])[C:30]([CH3:33])([CH3:32])[CH3:31].C(=O)([O-])[O-].[K+].[K+]>CS(C)=O.[Br-].C([N+](CCCC)(CCCC)CCCC)CCC.[I-].[K+]>[C:30]([C:29]([CH2:28][N:8]1[C:7]2[CH:9]=[CH:10][CH:11]=[CH:12][C:6]=2[N:5]([CH:13]2[CH2:18][CH2:17][CH2:16][CH2:15][CH2:14]2)[CH2:4][C@@H:3]([NH:19][C:20]([O:22][C:23]([CH3:26])([CH3:25])[CH3:24])=[O:21])[C:2]1=[O:1])=[O:34])([CH3:33])([CH3:32])[CH3:31] |f:2.3.4,6.7,8.9|. Procedure details: To a solution of 50 g of (R)-(−)-2-oxo-3-tert-butoxycarbonylamino-5-cyclohexyl-1,3,4,5-tetrahydro-2H-1,5-benzodiazepine in 200 ml of dimethylsulfoxide were added 28.1 g of 1-chloropinacolone, 28.8 g of potassium carbonate (powder), 1.15 g of potassium iodide and 1.35 g of tetrabutylammonium bromide. The mixture was stirred at room temperature for 4 hours. The reaction mixture was poured into ice water. The precipitate thus formed was collected by filtration with suction, washed with water and th... Starting materials: COC(=O)Cc1ccccc1OCc1coc(CCc2nc(-c3ccccc3)oc2C)n1, CO, Cl, [Na+], C1CCOC1, [OH-], O. Yields the product Cc1oc(-c2ccccc2)nc1CCc1nc(COc2ccccc2CC(=O)O)co1. Reaction SMILES: [CH3:1][c:2]1[c:3]([CH2:13][CH2:14][c:15]2[o:16][cH:17][c:18]([CH2:20][O:21][c:22]3[c:23]([CH2:28][C:29](=[O:30])[O:31][CH3:32])[cH:24][cH:25][cH:26][cH:27]3)[n:19]2)[n:4][c:5](-[c:7]2[cH:8][cH:9][cH:10][cH:11][cH:12]2)[o:6]1.[CH3:42][OH:43].[ClH:40].[Na+:39].[O:33]1[CH2:34][CH2:35][CH2:36][CH2:37]1.[OH-:38].[OH2:41]>>[CH3:1][c:2]1[c:3]([CH2:13][CH2:14][c:15]2[o:16][cH:17][c:18]([CH2:20][O:21][c:22]3[c:23]([CH2:28][C:29](=[O:30])[OH:31])[cH:24][cH:25][cH:26][cH:27]3)[n:19]2)[n:4][c:5](-[c:7]2[cH:8][cH:9][cH:10][cH:11][cH:12]2)[o:6]1.